describe an organic reaction: reactants, conditions, products, and yield From a dataset of the Open Reaction Database (ORD), a public repository of structured organic reaction records. Reactants: Cl.N[C@@H]1[C@H](CCC1)NC(C1=C(C=CC=C1)N1N=CC=N1)=O (N-[(1S,2S)-2-aminocyclopentyl]-2-(2H-1,2,3-triazol-2-yl)benzamide hydrochloride), Cl.N[C@@H]1[C@H](CCC1)NC(C1=C(C=CC=C1)N1N=CC=N1)=O (N-[(1S,2S)-2-aminocyclopentyl]-2-(2H-1,2,3-triazol-2-yl)benzamide hydrochloride), BrC1=NC=C(C=C1)OC(F)(F)F (2-bromo-5-(trifluoromethoxy)pyridine), C=1C=CC(=CC1)P(C=2C=CC=CC2)C3=CC=C4C=CC=CC4=C3C5=C6C=CC=CC6=CC=C5P(C=7C=CC=CC7)C=8C=CC=CC8 (BINAP), CC(C)([O-])C.[Na+] (sodium tert-butoxide). Reagents/catalysts: C=1C=CC(=CC1)/C=C/C(=O)/C=C/C2=CC=CC=C2.C=1C=CC(=CC1)/C=C/C(=O)/C=C/C2=CC=CC=C2.C=1C=CC(=CC1)/C=C/C(=O)/C=C/C2=CC=CC=C2.[Pd].[Pd] (tris(dibenzylideneacetone)dipalladium(0)). Run in C1(=CC=CC=C1)C (toluene). Reaction conditions: temperature 110 celsius. Yields the product N=1N(N=CC1)C1=C(C(=O)N[C@@H]2[C@H](CCC2)NC2=NC=C(C=C2)OC(F)(F)F)C=CC=C1 (2-(2H-1,2,3-Triazol-2-yl)-N-[(1S,2S)-2-{[5-(trifluoromethoxy)pyridin-2-yl]amino}cyclopentyl]benzamide). As a reaction SMILES: Cl.[NH2:2][C@H:3]1[CH2:7][CH2:6][CH2:5][C@@H:4]1[NH:8][C:9](=[O:21])[C:10]1[CH:15]=[CH:14][CH:13]=[CH:12][C:11]=1[N:16]1[N:20]=[CH:19][CH:18]=[N:17]1.Br[C:23]1[CH:28]=[CH:27][C:26]([O:29][C:30]([F:33])([F:32])[F:31])=[CH:25][N:24]=1.C1C=CC(P(C2C(C3C(P(C4C=CC=CC=4)C4C=CC=CC=4)=CC=C4C=3C=CC=C4)=C3C(C=CC=C3)=CC=2)C2C=CC=CC=2)=CC=1.CC(C)([O-])C.[Na+]>C1(C)C=CC=CC=1.C1C=CC(/C=C/C(/C=C/C2C=CC=CC=2)=O)=CC=1.C1C=CC(/C=C/C(/C=C/C2C=CC=CC=2)=O)=CC=1.C1C=CC(/C=C/C(/C=C/C2C=CC=CC=2)=O)=CC=1.[Pd].[Pd]>[N:20]1[N:16]([C:11]2[CH:12]=[CH:13][CH:14]=[CH:15][C:10]=2[C:9]([NH:8][C@H:4]2[CH2:5][CH2:6][CH2:7][C@@H:3]2[NH:2][C:23]2[CH:28]=[CH:27][C:26]([O:29][C:30]([F:31])([F:33])[F:32])=[CH:25][N:24]=2)=[O:21])[N:17]=[CH:18][CH:19]=1 |f:0.1,4.5,7.8.9.10.11|. Procedure details: A mixture of N-[(1S,2S)-2-aminocyclopentyl]-2-(2H-1,2,3-triazol-2-yl)benzamide hydrochloride (Intermediate 4; 75 mg, 0.24 mmol), 2-bromo-5-(trifluoromethoxy)pyridine (CAS number 888327-36-4; 59 mg, 0.24 mmol), BINAP (15 mg, 0.024 mmol), tris(dibenzylideneacetone)dipalladium(0) (11 mg, 0.012 mmol) and sodium tert-butoxide (33 mg, 0.34 mmol) in dry toluene (2.4 ml) was sealed, evacuated and purged with nitrogen and heated at 110° C. for 17 hours. The reaction was partitioned between ethyl acetate ... Starting materials: CNC(=O)C(NC(=O)C(CC(=O)OCc1ccccc1)n1ccc(-c2ccc(-c3ccncc3)cc2)c1)C(C)(C)C, CO. Yields the product CNC(=O)C(NC(=O)C(CC(=O)O)n1ccc(-c2ccc(-c3ccncc3)cc2)c1)C(C)(C)C. As a reaction SMILES: [CH2:1]([c:2]1[cH:3][cH:4][cH:5][cH:6][cH:7]1)[O:8][C:9]([CH2:10][CH:11]([C:12](=[O:13])[NH:14][CH:15]([C:16]([CH3:17])([CH3:18])[CH3:19])[C:20]([NH:21][CH3:22])=[O:23])[n:24]1[cH:25][c:26](-[c:29]2[cH:30][cH:31][c:32](-[c:35]3[cH:36][cH:37][n:38][cH:39][cH:40]3)[cH:33][cH:34]2)[cH:27][cH:28]1)=[O:41].[CH3:42][OH:43]>>[O:8]=[C:9]([CH2:10][CH:11]([C:12](=[O:13])[NH:14][CH:15]([C:16]([CH3:17])([CH3:18])[CH3:19])[C:20]([NH:21][CH3:22])=[O:23])[n:24]1[cH:25][c:26](-[c:29]2[cH:30][cH:31][c:32](-[c:35]3[cH:36][cH:37][n:38][cH:39][cH:40]3)[cH:33][cH:34]2)[cH:27][cH:28]1)[OH:41]. The yield is 82.0%. Starting materials: C(C)(C)NC=1C(=NC=CC1)N1CCN(CC1)C(=O)C1=NC=C(C(=O)O)C=C1 (6-[1-[3-(isopropylamino)-2-pyridyl]piperazin-4-yl-carbonyl]nicotinic acid), CC(C)(C)N (2-methyl-2-propaneamine). Yields the product CC(C)(C)NC(=O)C=1C=CC(=NC1)C(=O)N1CCN(CC1)C1=NC=CC=C1NC(C)C (5-[N-(1,1-dimethylethyl)carbamoyl]-2-[1-[3-(isopropylamino)-2-pyridyl]piperazin-4-yl-carbonyl]pyridine). RXN SMILES: [CH:1]([NH:4][C:5]1[C:6]([N:11]2[CH2:16][CH2:15][N:14]([C:17]([C:19]3[CH:27]=[CH:26][C:22]([C:23](O)=[O:24])=[CH:21][N:20]=3)=[O:18])[CH2:13][CH2:12]2)=[N:7][CH:8]=[CH:9][CH:10]=1)([CH3:3])[CH3:2].[CH3:28][C:29]([NH2:32])([CH3:31])[CH3:30]>>[CH3:28][C:29]([NH:32][C:23]([C:22]1[CH:26]=[CH:27][C:19]([C:17]([N:14]2[CH2:15][CH2:16][N:11]([C:6]3[C:5]([NH:4][CH:1]([CH3:3])[CH3:2])=[CH:10][CH:9]=[CH:8][N:7]=3)[CH2:12][CH2:13]2)=[O:18])=[N:20][CH:21]=1)=[O:24])([CH3:31])[CH3:30]. Procedure details: By the same procedure as described example 24, the synthesis was carried out starting with 6-[1-[3-(isopropylamino)-2-pyridyl]piperazin-4-yl-carbonyl]nicotinic acid and using 2-methyl-2-propaneamine. And then, the product was recrystallized with isopropanol to give a desired compound.